This data is from the Open Reaction Database (ORD), a public repository of structured organic reaction records. The task is: describe an organic reaction: reactants, conditions, products, and yield Starting materials: CCOC(=O)c1nc(-c2ccc3c(c2)N(C(=O)OC(C)(C)C)CCC3)sc1CCCCl, CC#N, [I-], [Na+]. Product: CCOC(=O)c1nc(-c2ccc3c(c2)N(C(=O)OC(C)(C)C)CCC3)sc1CCCI. Reaction SMILES: [C:1]([CH3:2])([CH3:3])([CH3:4])[O:5][C:6](=[O:7])[N:8]1[CH2:9][CH2:10][CH2:11][c:12]2[cH:13][cH:14][c:15](-[c:18]3[s:19][c:20]([CH2:28][CH2:29][CH2:30][Cl:31])[c:21]([C:23](=[O:24])[O:25][CH2:26][CH3:27])[n:22]3)[cH:16][c:17]21.[CH3:34][C:35]#[N:36].[I-:32].[Na+:33]>>[C:1]([CH3:2])([CH3:3])([CH3:4])[O:5][C:6](=[O:7])[N:8]1[CH2:9][CH2:10][CH2:11][c:12]2[cH:13][cH:14][c:15](-[c:18]3[s:19][c:20]([CH2:28][CH2:29][CH2:30][I:32])[c:21]([C:23](=[O:24])[O:25][CH2:26][CH3:27])[n:22]3)[cH:16][c:17]21. The reactants are [Al+3], CCOC(C)=O, [H-], [H-], [H-], [H-], [Li+], [Na+], C1CCOC1, [OH-], O=C(O)c1cccnc1Nc1ccccc1. Product: OCc1cccnc1Nc1ccccc1. RXN SMILES: [Al+3:2].[CH3:30][CH2:31][O:32][C:33](=[O:34])[CH3:35].[H-:1].[H-:4].[H-:5].[H-:6].[Li+:3].[Na+:29].[O:7]1[CH2:8][CH2:9][CH2:10][CH2:11]1.[OH-:28].[c:12]1([NH:18][c:19]2[c:20]([C:21](=[O:22])[OH:23])[cH:24][cH:25][cH:26][n:27]2)[cH:13][cH:14][cH:15][cH:16][cH:17]1>>[c:12]1([NH:18][c:19]2[c:20]([CH2:21][OH:22])[cH:24][cH:25][cH:26][n:27]2)[cH:13][cH:14][cH:15][cH:16][cH:17]1. The reactants are CeCl3, [Si](C1=CC=CC=C1)(C1=CC=CC=C1)(C(C)(C)C)OCC[C@@H](C[C@@H]1CC(C[C@@H](O1)C[C@H](CC(=O)OCC)O[Si](C)(C)C)=C)OCC1=CC=C(C=C1)OC ((R)-ethyl 4-((2R,6S)-6-((S)-4-(tert-butyldiphenyl silyloxy)-2-(4-methoxybenzyloxyl)butyl)-4-methylenetetrahydro-2H-pyran-2-yl)-3-(trimethyl silyloxy)butanoate), C1CCOC1 (THF), C1CCOC1 (THF), [Si](C)(C)(C)C[Mg]Cl (TMSCH2MgCl), Cl (HCl), ester. Run at temperature -78 celsius, time 1 hour. Yields the product C(C)(C)(C)[Si](OCC[C@@H](C[C@@H]1CC(C[C@@H](O1)C[C@H](CC(=C)C[Si](C)(C)C)O)=C)OCC1=CC=C(C=C1)OC)(C1=CC=CC=C1)C1=CC=CC=C1 ((S)-1-((2R,6S)-6-((S)-4-(tert-butyldiphenyl silyloxy)-2-(4-methoxybenzyloxy)butyl)-4-methylenetetrahydro-2H-pyran-2-yl)-4-((trimethylsilyl)methyl)pent-4-en-2-ol). Isolated yield 81.0%. RXN SMILES: [Si:1]([CH2:5][Mg]Cl)([CH3:4])([CH3:3])[CH3:2].[Si:8]([O:25][CH2:26][CH2:27][C@H:28]([O:50][CH2:51][C:52]1[CH:57]=[CH:56][C:55]([O:58][CH3:59])=[CH:54][CH:53]=1)[CH2:29][C@H:30]1[O:35][C@@H:34]([CH2:36][C@@H:37]([O:44][Si](C)(C)C)[CH2:38]C(OCC)=O)[CH2:33][C:32](=[CH2:49])[CH2:31]1)([C:21]([CH3:24])([CH3:23])[CH3:22])([C:15]1[CH:20]=[CH:19][CH:18]=[CH:17][CH:16]=1)[C:9]1[CH:14]=[CH:13][CH:12]=[CH:11][CH:10]=1.Cl.[CH2:61]1COC[CH2:62]1>>[C:21]([Si:8]([C:15]1[CH:16]=[CH:17][CH:18]=[CH:19][CH:20]=1)([C:9]1[CH:10]=[CH:11][CH:12]=[CH:13][CH:14]=1)[O:25][CH2:26][CH2:27][C@H:28]([O:50][CH2:51][C:52]1[CH:57]=[CH:56][C:55]([O:58][CH3:59])=[CH:54][CH:53]=1)[CH2:29][C@H:30]1[O:35][C@@H:34]([CH2:36][C@@H:37]([OH:44])[CH2:38][C:61]([CH2:5][Si:1]([CH3:3])([CH3:4])[CH3:2])=[CH2:62])[CH2:33][C:32](=[CH2:49])[CH2:31]1)([CH3:22])([CH3:23])[CH3:24]. Procedure: A 10 mL rb flask was charged with powered CeCl3.7H2O (773 mg, 2.07 mmol, 10.0 equiv) and heated to 170° C. under vacuum. After 16 h at 170° C., the dry CeCl3 was cooled to rt, and the flask was flushed with N2. THF (2.0 mL) was added via syringe, and the reaction mixture was stirred at rt for 2 h. Meanwhile, to a 25 mL three-necked rb flask equipped with condenser and magnetic stir bar, was added magnesium turnings (124 mg, 5.0 mmol), and a crystal of iodine. The flask was heated with heat gun f... Starting materials: CS(C)=O, C=C(Cl)C1(C(=O)O)CCCCC1, Cl, [NH2-], N, [Na], [Na]. The product is C#CC1(C(=O)O)CCCCC1. As a reaction SMILES: [CH3:18][S:19]([CH3:20])=[O:21].[Cl:5][C:6](=[CH2:7])[C:8]1([C:14](=[O:15])[OH:16])[CH2:9][CH2:10][CH2:11][CH2:12][CH2:13]1.[ClH:17].[NH2-:2].[NH3:3].[Na:1].[Na:4]>>[C:6](#[CH:7])[C:8]1([C:14](=[O:15])[OH:16])[CH2:9][CH2:10][CH2:11][CH2:12][CH2:13]1. Starting materials: CC(C(=O)OC(Cc1ccccc1)CC1CCN(Cc2ccccc2)CC1)c1ccccc1, CO, O=C[O-], [NH4+]. The product is CC(C(=O)OC(Cc1ccccc1)CC1CCNCC1)c1ccccc1. As a reaction SMILES: [CH2:1]([c:2]1[cH:3][cH:4][cH:5][cH:6][cH:7]1)[N:8]1[CH2:9][CH2:10][CH:11]([CH2:14][CH:15]([CH2:16][c:17]2[cH:18][cH:19][cH:20][cH:21][cH:22]2)[O:23][C:24]([CH:25]([CH3:26])[c:27]2[cH:28][cH:29][cH:30][cH:31][cH:32]2)=[O:33])[CH2:12][CH2:13]1.[CH3:38][OH:39].[CH:34]([O-:35])=[O:36].[NH4+:37]>>[NH:8]1[CH2:9][CH2:10][CH:11]([CH2:14][CH:15]([CH2:16][c:17]2[cH:18][cH:19][cH:20][cH:21][cH:22]2)[O:23][C:24]([CH:25]([CH3:26])[c:27]2[cH:28][cH:29][cH:30][cH:31][cH:32]2)=[O:33])[CH2:12][CH2:13]1. As a reaction SMILES: [O:1]1[C:5]([C:6]2[CH:11]=[CH:10][CH:9]=[CH:8][N:7]=2)=[CH:4][N:3]=[CH:2]1.[Li]CCCC.[C:17](O)(=[O:25])[CH2:18][CH2:19][CH2:20][CH2:21][CH2:22][CH2:23][CH3:24].C(Cl)(=O)C(Cl)=O>C1COCC1.C(Cl)Cl.[Cl-].[Cl-].[Zn+2]>[N:7]1[CH:8]=[CH:9][CH:10]=[CH:11][C:6]=1[C:5]1[O:1][C:2]([C:17](=[O:25])[CH2:18][CH2:19][CH2:20][CH2:21][CH2:22][CH2:23][CH3:24])=[N:3][CH:4]=1 |f:6.7.8|. Isolated yield 51.3%. The reactants are O1C=NC=C1C1=NC=CC=C1 (2-(oxazol-5-yl)pyridine), C(CCCCCCC)(=O)O (octanoic acid), C(C(=O)Cl)(=O)Cl (oxalyl chloride), [Li]CCCC (n-BuLi). Conditions: temperature 0 celsius, time 20 minute. Reagents/catalysts: [Cl-].[Cl-].[Zn+2] (ZnCl2). The product is EtOAc-hexanes, N1=C(C=CC=C1)C1=CN=C(O1)C(CCCCCCC)=O (1-(5-(pyridin-2-yl)oxazol-2-yl)octan-1-one). Solvent: C1CCOC1 (THF), C(Cl)Cl (CH2Cl2). Reported procedure: (189) A solution of 2-(oxazol-5-yl)pyridine (111 mg, 0.76 mmol) in anhydrous THF (5 mL) cooled to −75° C. under N2 was treated with n-BuLi (2.5 M in hexanes, 1.1 equiv, 0.84 mmol, 0.33 mL), and stirred for 20 min. ZnCl2 (0.5 M in THF, 2.0 equiv, 1.52 mmol, 3.0 mL) was added at −75° C., and stirred for 45 min at 0° C. Cul (1.0 equiv, 0.76 mmol, 145 mg) was added, and the solution was stirred for 10 min at 0° C. A separate flask was charged with octanoic acid (2 equiv, 1.52 mmol, 219 mg, 0.24 mL) ... The reactants are CC(C)(C)c1ccccc1Oc1nc(Cl)ccc1[N+](=O)[O-], C1COCCO1, CN, [Cl-], O. Yields the product CNc1ccc([N+](=O)[O-])c(Oc2ccccc2C(C)(C)C)n1. Reaction SMILES: [C:3]([CH3:4])([CH3:5])([CH3:6])[c:7]1[c:8]([O:9][c:10]2[n:11][c:12]([Cl:19])[cH:13][cH:14][c:15]2[N+:16](=[O:17])[O-:18])[cH:20][cH:21][cH:22][cH:23]1.[CH2:25]1[O:26][CH2:27][CH2:28][O:29][CH2:30]1.[CH3:1][NH2:2].[Cl-:24].[OH2:31]>>[CH3:1][NH:2][c:12]1[n:11][c:10]([O:9][c:8]2[c:7]([C:3]([CH3:4])([CH3:5])[CH3:6])[cH:23][cH:22][cH:21][cH:20]2)[c:15]([N+:16](=[O:17])[O-:18])[cH:14][cH:13]1. Reported procedure: Methyl 4-cyclopropyl-2-methylbenzoate (32.00 g, 168 mmol), 250 mL of 5 M aqueous sodium hydroxide, and 150 mL of methanol were stirred at 85° for 18 hr. Cooled the reaction mixture to room temperature and concentrated in vacuo. Dissolved the white residue in 500 mL of water, cooled the solution in an ice bath, and added 120 mL of concentrated hydrochloric acid. A white precipitate formed. Extracted the aqueous mixture with 2×250 mL EtOAc. Combined the organic extracts and washed with 250 mL brin... Reaction SMILES: [CH:1]1([C:4]2[CH:13]=[CH:12][C:7]([C:8]([O:10]C)=[O:9])=[C:6]([CH3:14])[CH:5]=2)[CH2:3][CH2:2]1.[OH-].[Na+]>CO>[CH:1]1([C:4]2[CH:13]=[CH:12][C:7]([C:8]([OH:10])=[O:9])=[C:6]([CH3:14])[CH:5]=2)[CH2:2][CH2:3]1 |f:1.2|. Solvent: CO (methanol). The yield is 100.0%. Starting materials: C1(CC1)C1=CC(=C(C(=O)OC)C=C1)C (Methyl 4-cyclopropyl-2-methylbenzoate), [OH-].[Na+] (sodium hydroxide). The product is C1(CC1)C1=CC(=C(C(=O)O)C=C1)C (4-cyclopropyl-2-methylbenzoic acid). Reactants: O=C([O-])[O-], CS(N)(=O)=O, CC(C)c1cc(C(C)C)c(-c2ccccc2P(C2CCCCC2)C2CCCCC2)c(C(C)C)c1, OCCOc1cc(Cl)nc(SCc2cccc(F)c2F)n1, [Cs+], [Cs+], O=C(C=Cc1ccccc1)C=Cc1ccccc1, C1COCCO1, O=C(C=Cc1ccccc1)C=Cc1ccccc1, O=C(C=Cc1ccccc1)C=Cc1ccccc1, [Pd], [Pd]. Product: CS(=O)(=O)Nc1cc(OCCO)nc(SCc2cccc(F)c2F)n1. As a reaction SMILES: [C:40](=[O:41])([O-:42])[O-:43].[CH3:1][S:2](=[O:3])(=[O:4])[NH2:5].[CH:6]1([P:7]([CH:8]2[CH2:9][CH2:10][CH2:11][CH2:12][CH2:13]2)[c:14]2[cH:15][cH:16][cH:17][cH:18][c:19]2-[c:20]2[c:21]([CH:22]([CH3:23])[CH3:24])[cH:25][c:26]([CH:27]([CH3:28])[CH3:29])[cH:30][c:31]2[CH:32]([CH3:33])[CH3:34])[CH2:35][CH2:36][CH2:37][CH2:38][CH2:39]1.[Cl:46][c:47]1[cH:48][c:49]([O:63][CH2:64][CH2:65][OH:66])[n:50][c:51]([S:53][CH2:54][c:55]2[c:56]([F:62])[c:57]([F:61])[cH:58][cH:59][cH:60]2)[n:52]1.[Cs+:44].[Cs+:45].[O:111]=[C:112]([CH:113]=[CH:114][c:115]1[cH:116][cH:117][cH:118][cH:119][cH:120]1)[CH:121]=[CH:122][c:123]1[cH:124][cH:125][cH:126][cH:127][cH:128]1.[O:67]1[CH2:68][CH2:69][O:70][CH2:71][CH2:72]1.[O:75]=[C:76]([CH:77]=[CH:78][c:79]1[cH:80][cH:81][cH:82][cH:83][cH:84]1)[CH:85]=[CH:86][c:87]1[cH:88][cH:89][cH:90][cH:91][cH:92]1.[O:93]=[C:94]([CH:95]=[CH:96][c:97]1[cH:98][cH:99][cH:100][cH:101][cH:102]1)[CH:103]=[CH:104][c:105]1[cH:106][cH:107][cH:108][cH:109][cH:110]1.[Pd:73].[Pd:74]>>[CH3:1][S:2](=[O:3])(=[O:4])[NH:5][c:47]1[cH:48][c:49]([O:63][CH2:64][CH2:65][OH:66])[n:50][c:51]([S:53][CH2:54][c:55]2[c:56]([F:62])[c:57]([F:61])[cH:58][cH:59][cH:60]2)[n:52]1. Reactants: CN1CCOCC1, CC(C)OC(=O)Cl, O=C(O)c1ccc(Cl)nc1Cl, ClCCl. Yields the product NC(=O)c1ccc(Cl)nc1Cl. RXN SMILES: [CH3:12][N:13]1[CH2:14][CH2:15][O:16][CH2:17][CH2:18]1.[Cl:19][C:20]([O:21][CH:22]([CH3:23])[CH3:24])=[O:25].[Cl:1][c:2]1[n:3][c:4]([Cl:11])[cH:5][cH:6][c:7]1[C:8](=[O:9])[OH:10].[Cl:26][CH2:27][Cl:28]>>[Cl:1][c:2]1[n:3][c:4]([Cl:11])[cH:5][cH:6][c:7]1[C:8](=[O:9])[NH2:13].